describe an organic reaction: reactants, conditions, products, and yield From a dataset of the Open Reaction Database (ORD), a public repository of structured organic reaction records. Reactants: C(C(=O)C)P1(OCCCO1)=O (2-acetonyl-2-oxo-1,3,2-dioxaphosphorinane), [N+](=O)([O-])C=1C=C(C=O)C=CC1 (m-nitrobenzaldehyde), N1CCCCC1 (piperidine), C(C)(=O)O (acetic acid). Solvent: C1(=CC=CC=C1)C (toluene), O (water). Yields the product [N+](=O)([O-])C=1C=C(C=C(C(=O)C)P2(OCCCO2)=O)C=CC1 (2-(1-(3-nitrobenzylidene)acetonyl)-2-oxo-1,3,2-dioxaphosphorinane). Isolated yield 25.8%. Reaction SMILES: [CH2:1]([P:5]1(=[O:11])[O:10][CH2:9][CH2:8][CH2:7][O:6]1)[C:2]([CH3:4])=[O:3].[N+:12]([C:15]1[CH:16]=[C:17]([CH:20]=[CH:21][CH:22]=1)[CH:18]=O)([O-:14])=[O:13].N1CCCCC1.C(O)(=O)C>C1(C)C=CC=CC=1.O>[N+:12]([C:15]1[CH:16]=[C:17]([CH:20]=[CH:21][CH:22]=1)[CH:18]=[C:1]([P:5]1(=[O:11])[O:6][CH2:7][CH2:8][CH2:9][O:10]1)[C:2]([CH3:4])=[O:3])([O-:14])=[O:13]. Procedure: A mixture of 10.0 grams of 2-acetonyl-2-oxo-1,3,2-dioxaphosphorinane and 8.48 grams of m-nitrobenzaldehyde was dissolved in 120 ml of toluene, 1.0 gram of piperidine and 2.0 grams of acetic acid were added as catalysts and the mixture was heated to reflux for 15 hours with a water-remover. After cooled, the crystals separated out were removed by filtration, the filtrate was washed with water, then with aqueous solution of sodium hydroxide, further with 20% sodium acid sulfite solution and finall... Reactants: S(O)(O)(=O)=O (sulfuric acid), C(C)(C)(C)O[K] (tert-butoxy potassium), BrC1=CC=C(C(=O)C2=CC=CC=C2)C=C1 (4-bromobenzophenone), C(C)OP(=O)(OCC)CC1=C(C=C(C=C1)CP(=O)(OCC)OCC)[SiH2]C(CCCCCCC)(C)C (1,4-bis(diethylphosphonomethyl)-2-dimethyloctylsilyl benzene). Solvent: O (water), C(C)(=O)OCC (ethyl acetate), O1CCCC1 (tetrahydrofuran), O1CCCC1 (tetrahydrofuran). Conditions: time 3.5 hour. Yields the product BrC1=CC=C(C=C1)C(=CC1=C(C=C(C=C1)C=C(C1=CC=C(C=C1)Br)C1=CC=CC=C1)[SiH2]C(CCCCCCC)(C)C)C1=CC=CC=C1 (1,4-bis[2-(4-bromophenyl)-2-phenylethenyl]-2-dimethyloctylsilyl benzene). As a reaction SMILES: [Br:1][C:2]1[CH:15]=[CH:14][C:5]([C:6]([C:8]2[CH:13]=[CH:12][CH:11]=[CH:10][CH:9]=2)=O)=[CH:4][CH:3]=1.C(OP([CH2:24][C:25]1[CH:30]=[CH:29][C:28]([CH2:31]P(OCC)(OCC)=O)=[CH:27][C:26]=1[SiH2:40][C:41]([CH3:50])([CH3:49])[CH2:42][CH2:43][CH2:44][CH2:45][CH2:46][CH2:47][CH3:48])(OCC)=O)C.[C:51](O[K])([CH3:54])([CH3:53])[CH3:52].S(=O)(=O)(O)O>O1CCCC1.C(OCC)(=O)C.O>[Br:1][C:2]1[CH:15]=[CH:14][C:5]([C:6]([C:8]2[CH:13]=[CH:12][CH:11]=[CH:10][CH:9]=2)=[CH:24][C:25]2[CH:30]=[CH:29][C:28]([CH:31]=[C:52]([C:8]3[CH:13]=[CH:12][CH:11]=[CH:10][CH:9]=3)[C:51]3[CH:54]=[CH:15][C:2]([Br:1])=[CH:3][CH:53]=3)=[CH:27][C:26]=2[SiH2:40][C:41]([CH3:49])([CH3:50])[CH2:42][CH2:43][CH2:44][CH2:45][CH2:46][CH2:47][CH3:48])=[CH:4][CH:3]=1. Procedure: Under an inert atmosphere, 4-bromobenzophenone (1.306 g, 5 mmol), and 1,4-bis(diethylphosphonomethyl)-2-dimethyloctylsilyl benzene (1.125 g, 2.05 mmol) were dissolved in tetrahydrofuran (15 g). At room temperature, tetrahydrofuran (5.46 g) solution of tert-butoxy potassium (0.690 g, 6.15 mmol) was added dropwise for 5 minutes, and successively stirred for 3.5 hours. The reaction mixture was charged into water (100 ml) and neutralized with 5% sulfuric acid. After neutralization, ethyl acetate (20... The reactants are COC[C@H]1[C@]([C@H]1C=O)(C1=CC=2C(CCC(C2C=C1)(C)C)(C)C)C ((+)-(1S, 2R, 3R)-3-Methoxymethyl-2-methyl-2-(5,5,8,8-tetramethyl-5,6,7,8-tetrahydro-naphthalen-2-yl)-cyclopropanecarbaldehyde), CC12C(OC(CC1)(C2(C)C)C(=O)OC[C@H]2[C@]([C@H]2COCC)(C2=CC=1C(CCC(C1C=C2)(C)C)(C)C)C)=O ((1R, 2S, 3S)-3-Ethoxymethyl-2-methyl-2-(5,5,8,8-tetramethyl-5,6,7,8-tetrahydro-naphthalen-2-yl)-cyclopropylmethyl 4,7,7-trimethyl-3-oxo-2-oxa-bicyclo[2.2.1]heptane-1-carboxylate). The product is C(C)OC[C@@H]1[C@@]([C@@H]1C=O)(C1=CC=2C(CCC(C2C=C1)(C)C)(C)C)C ((−)-(1R, 2S, 3S)-3-Ethoxymethyl-2-methyl-2-(5,5,8,8-tetramethyl-5,6,7,8-tetrahydro-naphthalen2-yl)-cyclopropanecarbaldehyde). The yield is 94.0%. Reaction SMILES: COC[C@@H]1[C@H](C=O)[C@]1(C)C1C=CC2C(C)(C)CCC(C)(C)C=2C=1.CC12C(C)(C)[C:28]([C:34]([O:36][CH2:37][C@@H:38]3[C@H:40]([CH2:41][O:42]CC)[C@:39]3([CH3:59])[C:45]3[CH:54]=[CH:53][C:52]4[C:51]([CH3:56])([CH3:55])[CH2:50][CH2:49][C:48]([CH3:58])([CH3:57])[C:47]=4[CH:46]=3)=O)(CC1)OC2=O>>[CH2:34]([O:36][CH2:37][C@H:38]1[C@@H:40]([CH:41]=[O:42])[C@@:39]1([CH3:59])[C:45]1[CH:54]=[CH:53][C:52]2[C:51]([CH3:56])([CH3:55])[CH2:50][CH2:49][C:48]([CH3:58])([CH3:57])[C:47]=2[CH:46]=1)[CH3:28]. Reported procedure: Following a procedure similar to that for the preparation of Intermediate 12a but using Intermediate 9b as the starting material afforded the title compound (36 mg, 94% yield) as a colorless oil: